This data is from the Open Reaction Database (ORD), a public repository of structured organic reaction records. The task is: describe an organic reaction: reactants, conditions, products, and yield Reactants: F[B-](F)(F)F.N1(N=NC2=C1C=CC=C2)OC(=[N+](C)C)N(C)C (2-(1H-benzotriazol-1-yl)-1,1,3,3-tetramethyl uronium tetrafluoroborat), N1CCOCC1 (morpholine), C(C)N(C(C)C)C(C)C (N-ethyldiisopropylamine), OC=1C=C2C=C(NC2=CC1)C(=O)O (5-hydroxy-indole-2-carboxylic acid). Run in CN(C)C=O (DMF). Conditions: temperature 0 celsius, time 16 hour. Yields the product OC=1C=C2C=C(NC2=CC1)C(=O)N1CCOCC1 ((5-hydroxy-1H-indol-2-yl)-morpholin-4-yl-methanone). Yield: 82.8%. Reaction SMILES: [OH:1][C:2]1[CH:3]=[C:4]2[C:8](=[CH:9][CH:10]=1)[NH:7][C:6]([C:11]([OH:13])=O)=[CH:5]2.F[B-](F)(F)F.N1(OC(N(C)C)=[N+](C)C)C2C=CC=CC=2N=N1.[NH:36]1[CH2:41][CH2:40][O:39][CH2:38][CH2:37]1.C(N(C(C)C)C(C)C)C>CN(C=O)C>[OH:1][C:2]1[CH:3]=[C:4]2[C:8](=[CH:9][CH:10]=1)[NH:7][C:6]([C:11]([N:36]1[CH2:41][CH2:40][O:39][CH2:38][CH2:37]1)=[O:13])=[CH:5]2 |f:1.2|. Reported procedure: A mixture of 1.77 g (0.01 mol) 5-hydroxy-indole-2-carboxylic acid in 25 ml DMF were cooled to 0° C. and treated with 3.53 g (0.011 mol) 2-(1H-benzotriazol-1-yl)-1,1,3,3-tetramethyl uronium tetrafluoroborat, 0.96 g (0.011 mol) morpholine and 8.6 ml (0.05 mol) N-ethyldiisopropylamine. The mixture was allowed to warm to room temperature and stirred for additional 16 h. After evaporation to dryness the residue was taken up in 75 ml ethyl acetate, 75 ml THF, 100 ml water and 50 ml 10% NaHCO3 solution...